This data is from the Open Reaction Database (ORD), a public repository of structured organic reaction records. The task is: describe an organic reaction: reactants, conditions, products, and yield Reactants: O=C1CCCC2CN(Cc3ccccc3)CC12, CCCCCC, FC(F)(F)c1cc(Br)cc(C(F)(F)F)c1, [Li]CCCC, C1CCOC1, O. The product is OC1(c2cc(C(F)(F)F)cc(C(F)(F)F)c2)CCCC2CN(Cc3ccccc3)CC21. Reaction SMILES: [CH2:21]([c:22]1[cH:23][cH:24][cH:25][cH:26][cH:27]1)[N:28]1[CH2:29][CH:30]2[CH2:31][CH2:32][CH2:33][C:34](=[O:37])[CH:35]2[CH2:36]1.[CH3:44][CH2:45][CH2:46][CH2:47][CH2:48][CH3:49].[F:1][C:2]([c:3]1[cH:4][c:5]([Br:13])[cH:6][c:7]([C:9]([F:10])([F:11])[F:12])[cH:8]1)([F:14])[F:15].[Li:16][CH2:17][CH2:18][CH2:19][CH3:20].[O:39]1[CH2:40][CH2:41][CH2:42][CH2:43]1.[OH2:38]>>[F:1][C:2]([c:3]1[cH:4][c:5]([C:34]2([OH:37])[CH2:33][CH2:32][CH2:31][CH:30]3[CH2:29][N:28]([CH2:21][c:22]4[cH:23][cH:24][cH:25][cH:26][cH:27]4)[CH2:36][CH:35]32)[cH:6][c:7]([C:9]([F:10])([F:11])[F:12])[cH:8]1)([F:14])[F:15]. Reaction SMILES: [Br:36][CH2:37][CH2:38][CH2:39][CH2:40][CH2:41][CH3:42].[CH2:1]([CH2:2][CH2:3][CH3:4])[c:5]1[cH:6][cH:7][c:8]([C:11]#[C:12][c:13]2[cH:14][cH:15][c:16]([CH2:17][NH:18][c:19]3[cH:20][c:21]4[c:22]([cH:30][cH:31]3)[C:23](=[O:29])[O:24][C:25]([CH3:27])([CH3:28])[O:26]4)[cH:32][cH:33]2)[cH:9][cH:10]1.[CH3:43][S:44]([CH3:45])=[O:46].[CH3:47][CH2:48][O:49][C:50]([CH3:51])=[O:52].[H-:34].[Na+:35]>>[CH2:1]([CH2:2][CH2:3][CH3:4])[c:5]1[cH:6][cH:7][c:8]([C:11]#[C:12][c:13]2[cH:14][cH:15][c:16]([CH2:17][N:18]([c:19]3[cH:20][c:21]4[c:22]([cH:30][cH:31]3)[C:23](=[O:29])[O:24][C:25]([CH3:27])([CH3:28])[O:26]4)[CH2:37][CH2:38][CH2:39][CH2:40][CH2:41][CH3:42])[cH:32][cH:33]2)[cH:9][cH:10]1. Starting materials: CCCCCCBr, CCCCc1ccc(C#Cc2ccc(CNc3ccc4c(c3)OC(C)(C)OC4=O)cc2)cc1, CS(C)=O, CCOC(C)=O, [H-], [Na+]. Yields the product CCCCCCN(Cc1ccc(C#Cc2ccc(CCCC)cc2)cc1)c1ccc2c(c1)OC(C)(C)OC2=O. Reactants: COc1cc(C(C)=O)c([N+](=O)[O-])cc1OCc1ccccc1, CCOC(C)=O, Cc1ccccc1, O=C[O-], [Fe], [NH4+], O. The product is COc1cc(C(C)=O)c(N)cc1OCc1ccccc1. As a reaction SMILES: [CH2:1]([c:2]1[cH:3][cH:4][cH:5][cH:6][cH:7]1)[O:8][c:9]1[cH:10][c:11]([N+:20]([O-:21])=[O:22])[c:12]([C:17]([CH3:18])=[O:19])[cH:13][c:14]1[O:15][CH3:16].[CH3:27][CH2:28][O:29][C:30]([CH3:31])=[O:32].[CH3:33][c:34]1[cH:35][cH:36][cH:37][cH:38][cH:39]1.[CH:23]([O-:24])=[O:25].[Fe:41].[NH4+:26].[OH2:40]>>[CH2:1]([c:2]1[cH:3][cH:4][cH:5][cH:6][cH:7]1)[O:8][c:9]1[cH:10][c:11]([NH2:20])[c:12]([C:17]([CH3:18])=[O:19])[cH:13][c:14]1[O:15][CH3:16]. Starting materials: C(C)(=O)C1=C(C=C(OCC(=O)OCC)C=C1)[N+](=O)[O-] (Ethyl 2-(4-acetyl-3-nitrophenoxy)acetate). The reagents and catalysts are [Pd] (palladium on charcoal), [Pd] (palladium on charcoal). Solvent: CO (MeOH), CO (MeOH). Conditions: time 30 minute. The product is C(C)(=O)C1=C(C=C(OCC(=O)OCC)C=C1)N (ethyl 2-(4-acetyl-3-aminophenoxy)acetate). Reaction SMILES: [C:1]([C:4]1[CH:16]=[CH:15][C:7]([O:8][CH2:9][C:10]([O:12][CH2:13][CH3:14])=[O:11])=[CH:6][C:5]=1[N+:17]([O-])=O)(=[O:3])[CH3:2]>CO.[Pd]>[C:1]([C:4]1[CH:16]=[CH:15][C:7]([O:8][CH2:9][C:10]([O:12][CH2:13][CH3:14])=[O:11])=[CH:6][C:5]=1[NH2:17])(=[O:3])[CH3:2]. Procedure: Ethyl 2-(4-acetyl-3-nitrophenoxy)acetate (TU3205-034) (111 mg) in MeOH (5 mL) was hydrogenated using 10% palladium on charcoal (11 mg) under atomospheric pressure of H2 at ambient temperature. After 30 minutes LC-MS analysis revealed a clean complete reaction. The reaction was repeated using TU3205-034 (1.45 g), 10% palladium on charcoal (140 mg), and MeOH (80 mL). The two reaction mixtures were combined, and the spent catalyst was removed by filtration through a celite pad. The filtrate was con... The reactants are [Br-], O=C(c1ccccc1)c1ccc(Br)c(Cl)c1, C1CCOC1, C[Mg+]. Yields the product CC(O)(c1ccccc1)c1ccc(Br)c(Cl)c1. As a reaction SMILES: [Br-:17].[Br:1][c:2]1[c:3]([Cl:16])[cH:4][c:5]([C:8](=[O:9])[c:10]2[cH:11][cH:12][cH:13][cH:14][cH:15]2)[cH:6][cH:7]1.[CH2:20]1[O:21][CH2:22][CH2:23][CH2:24]1.[CH3:18][Mg+:19]>>[Br:1][c:2]1[c:3]([Cl:16])[cH:4][c:5]([C:8]([OH:9])([c:10]2[cH:11][cH:12][cH:13][cH:14][cH:15]2)[CH3:18])[cH:6][cH:7]1. Reactants: COC(COC=1C2=C(N=C(N1)SC)N(C(=C2C(C(=O)N)=O)CC)CC2=C(C=CC=C2)C(F)(F)F)=O ([[2-(methylthio)-5-(aminooxoacetyl)-6-ethyl-7-[[2-(trifluoromethyl)phenyl]methyl]-7H-pyrrolo[2,3-d]pyrimidin-4-yl]oxy)acetic acid methyl ester), [OH-].[Na+] (sodium hydroxide). Solvent: CO (methanol). Product: CSC=1N=C(C2=C(N1)N(C(=C2C(C(=O)N)=O)CC)CC2=C(C=CC=C2)C(F)(F)F)OCC(=O)O ([[2-(methylthio)-5-(aminooxoacetyl)-6-ethyl-7-[[2-(trifluoromethyl)phenyl]methyl]-7H-pyrrolo[2,3-d]pyrimidin-4-yl]oxy]acetic acid). Yield: 78.1%. As a reaction SMILES: C[O:2][C:3](=[O:35])[CH2:4][O:5][C:6]1[C:7]2[C:16]([C:17](=[O:21])[C:18]([NH2:20])=[O:19])=[C:15]([CH2:22][CH3:23])[N:14]([CH2:24][C:25]3[CH:30]=[CH:29][CH:28]=[CH:27][C:26]=3[C:31]([F:34])([F:33])[F:32])[C:8]=2[N:9]=[C:10]([S:12][CH3:13])[N:11]=1.[OH-].[Na+]>CO>[CH3:13][S:12][C:10]1[N:11]=[C:6]([O:5][CH2:4][C:3]([OH:35])=[O:2])[C:7]2[C:16]([C:17](=[O:21])[C:18]([NH2:20])=[O:19])=[C:15]([CH2:22][CH3:23])[N:14]([CH2:24][C:25]3[CH:30]=[CH:29][CH:28]=[CH:27][C:26]=3[C:31]([F:34])([F:32])[F:33])[C:8]=2[N:9]=1 |f:1.2|. Reported procedure: A mixture of 66 mg (0.129 mmol) of [[2-(methylthio)-5-(aminooxoacetyl)-6-ethyl-7-[[2-(trifluoromethyl)phenyl]methyl]-7H-pyrrolo[2,3-d]pyrimidin-4-yl]oxy)acetic acid methyl ester and 10 mL of methanol was treated with 0.10 mL of 2M sodium hydroxide and stirred at reflux for 4 hours. The reaction was cooled to ambient temperature. The product precipitated upon addition of lMHCland was collected by filtration. The solids were dried in vacuo to provide 50 mg (79%) of [[2-(methylthio)-5-(aminooxoacet...